Dataset: the Open Reaction Database (ORD), a public repository of structured organic reaction records. Task: describe an organic reaction: reactants, conditions, products, and yield Reactants: FC(C1=CC=C(C=C1)C1=C(N=C(N1COCC[Si](C)(C)C)N1CCN(CC1)C1=NC=CC=C1C(F)(F)F)C(=O)NCC1N(CCCC1)C(=O)OC(C)(C)C)(F)F (tert-butyl 2-((5-(4-(trifluoromethyl)phenyl)-2-(4-(3-(trifluoromethyl)pyridin-2-yl)piperazin-1-yl)-1-((2-(trimethylsilyl)ethoxy)methyl)-1H-imidazole-4-carboxamido)methyl)piperidine-1-carboxylate). The solvent is C(=O)(C(F)(F)F)O.C(Cl)Cl (TFA DCM). The product is N1C(CCCC1)CNC(=O)C=1N=C(NC1C1=CC=C(C=C1)C(F)(F)F)N1CCN(CC1)C1=NC=CC=C1C(F)(F)F (N-(piperidin-2-ylmethyl)-5-(4-(trifluoromethyl)phenyl)-2-(4-(3-(trifluoromethyl)pyridin-2-yl)piperazin-1-yl)-1H-imidazole-4-carboxamide). Reaction SMILES: [F:1][C:2]([F:56])([F:55])[C:3]1[CH:8]=[CH:7][C:6]([C:9]2[N:13](COCC[Si](C)(C)C)[C:12]([N:22]3[CH2:27][CH2:26][N:25]([C:28]4[C:33]([C:34]([F:37])([F:36])[F:35])=[CH:32][CH:31]=[CH:30][N:29]=4)[CH2:24][CH2:23]3)=[N:11][C:10]=2[C:38]([NH:40][CH2:41][CH:42]2[CH2:47][CH2:46][CH2:45][CH2:44][N:43]2C(OC(C)(C)C)=O)=[O:39])=[CH:5][CH:4]=1>C(O)(C(F)(F)F)=O.C(Cl)Cl>[NH:43]1[CH2:44][CH2:45][CH2:46][CH2:47][CH:42]1[CH2:41][NH:40][C:38]([C:10]1[N:11]=[C:12]([N:22]2[CH2:27][CH2:26][N:25]([C:28]3[C:33]([C:34]([F:37])([F:35])[F:36])=[CH:32][CH:31]=[CH:30][N:29]=3)[CH2:24][CH2:23]2)[NH:13][C:9]=1[C:6]1[CH:7]=[CH:8][C:3]([C:2]([F:56])([F:1])[F:55])=[CH:4][CH:5]=1)=[O:39] |f:1.2|. Reported procedure: A solution of tert-butyl 2-((5-(4-(trifluoromethyl)phenyl)-2-(4-(3-(trifluoromethyl)pyridin-2-yl)piperazin-1-yl)-1-((2-(trimethylsilyl)ethoxy)methyl)-1H-imidazole-4-carboxamido)methyl)piperidine-1-carboxylate from step (a) above (200. mg, 0.247 mmol) in TFA:DCM (4:1) was stirred at RT for 7 min. The solvent was removed and the residue was added H2O (0.5 mL). Then, saturated NaHCO3 was added at 0° C. until pH ˜7 and the solvents were removed. The residue was purified on silica gel using ISCO Comb...